From a dataset of the Open Reaction Database (ORD), a public repository of structured organic reaction records. describe an organic reaction: reactants, conditions, products, and yield The reactants are CN(S(=O)(=O)NC=1C=CC2=C(C(C=3C(=NC=C(C3)C(=O)O)C=C2)=O)C1)C (7-{[(dimethylamino)sulfonyl]amino}-5-oxo-5H-benzo[4,5]cyclohepta[1,2-b]pyridine-3-carboxylic acid), NC=1SC=CN1 (2-aminothiazole), Cl.CN(CCCN=C=NCC)C (N-(3-dimethylaminopropyl)-N′-ethylcarbodiimide hydrochloride), O.ON1N=NC2=C1C=CC=C2 (1-hydroxybenzotriazole hydrate). Reagents/catalysts: CN(C1=CC=NC=C1)C (4-dimethylaminopyridine). Run in CN(C)C=O (DMF), C(C)OC(C)=O (ethylacetate). Conditions: time 18 hour. The product is CN(S(=O)(=O)NC=1C=CC2=C(C(C=3C(=NC=C(C3)C(=O)NC=3SC=CN3)C=C2)=O)C1)C (7-{[(dimethylamino)sulfonyl]amino}-5-oxo-N-1,3-thiazol-2-yl-5H-benzo[4,5]cyclohepta[1,2-b]pyridine-3-carboxamide). As a reaction SMILES: [CH3:1][N:2]([CH3:26])[S:3]([NH:6][C:7]1[CH:8]=[CH:9][C:10]2[CH:23]=[CH:22][C:14]3=[N:15][CH:16]=[C:17]([C:19]([OH:21])=O)[CH:18]=[C:13]3[C:12](=[O:24])[C:11]=2[CH:25]=1)(=[O:5])=[O:4].[NH2:27][C:28]1[S:29][CH:30]=[CH:31][N:32]=1.Cl.CN(C)CCCN=C=NCC.O.ON1C2C=CC=CC=2N=N1>CN(C)C1C=CN=CC=1.CN(C=O)C.C(OC(=O)C)C>[CH3:1][N:2]([CH3:26])[S:3]([NH:6][C:7]1[CH:8]=[CH:9][C:10]2[CH:23]=[CH:22][C:14]3=[N:15][CH:16]=[C:17]([C:19]([NH:27][C:28]4[S:29][CH:30]=[CH:31][N:32]=4)=[O:21])[CH:18]=[C:13]3[C:12](=[O:24])[C:11]=2[CH:25]=1)(=[O:4])=[O:5] |f:2.3,4.5|. Procedure: The crude 7-{[(dimethylamino)sulfonyl]amino}-5-oxo-5H-benzo[4,5]cyclohepta[1,2-b]pyridine-3-carboxylic acid (21 mg, 0.056 mmol), 2-aminothiazole (8 mg, 0.084 mmol), N-(3-dimethylaminopropyl)-N′-ethylcarbodiimide hydrochloride (16 mg, 0.084 mmol), 1-hydroxybenzotriazole hydrate (11 mg, 0.084 mmol) and 4-dimethylaminopyridine (spatula tip) were dissolved in 2 mL of DMF and stirred for 18 h. The mixture was diluted in ethylacetate and the organic layer was washed with saturated aqueous sodium bicar...